Dataset: the Open Reaction Database (ORD), a public repository of structured organic reaction records. Task: describe an organic reaction: reactants, conditions, products, and yield Starting materials: C(C)OC(CN(C(C(C1=CC=C(C=C1)OCCCCCCCCCCCCOC1=CC=CC=C1)=O)=O)CC(=O)OCC)=O (N-(2-ethoxy-2-oxoethyl)-N-[1,2-dioxo-2-[4-[(12-phenoxydodecyl)oxy]phenyl]ethyl]glycine ethyl ester), [OH-].[Na+] (NaOH). Solvent: CO (methanol). The product is C(=O)(O)CN(CC(=O)O)C(C(C1=CC=C(C=C1)OCCCCCCCCCCCCOC1=CC=CC=C1)=O)=O (N-(carboxymethyl)-N-[1,2-dioxo-2-[4-[(12-phenoxydodecyl)oxy]phenyl]ethyl]glycine). The yield is 88.5%. RXN SMILES: C([O:3][C:4](=[O:43])[CH2:5][N:6]([CH2:37][C:38]([O:40]CC)=[O:39])[C:7](=[O:36])[C:8](=[O:35])[C:9]1[CH:14]=[CH:13][C:12]([O:15][CH2:16][CH2:17][CH2:18][CH2:19][CH2:20][CH2:21][CH2:22][CH2:23][CH2:24][CH2:25][CH2:26][CH2:27][O:28][C:29]2[CH:34]=[CH:33][CH:32]=[CH:31][CH:30]=2)=[CH:11][CH:10]=1)C.[OH-].[Na+]>CO>[C:38]([CH2:37][N:6]([C:7](=[O:36])[C:8](=[O:35])[C:9]1[CH:14]=[CH:13][C:12]([O:15][CH2:16][CH2:17][CH2:18][CH2:19][CH2:20][CH2:21][CH2:22][CH2:23][CH2:24][CH2:25][CH2:26][CH2:27][O:28][C:29]2[CH:34]=[CH:33][CH:32]=[CH:31][CH:30]=2)=[CH:11][CH:10]=1)[CH2:5][C:4]([OH:43])=[O:3])([OH:40])=[O:39] |f:1.2|. Procedure: A mixture of 1.3 g (2.17 mmol) of N-(2-ethoxy-2-oxoethyl)-N-[1,2-dioxo-2-[4-[(12-phenoxydodecyl)oxy]phenyl]ethyl]glycine ethyl ester and 1.8 ml (10.8 mmol) of 6N NaOH in 125 ml of methanol was stirred at reflux for 3.5 hours. The reaction mixture was cooled in an ice bath and the precipitated sodium salt was filtered. The sodium salt was suspended in water, acidified with 6N HCl and extracted with ethyl acetate. The dried extract was concentrated to a solid which was triturated with hexane and f... Starting materials: CC1CN(c2ncccc2Cl)CCN1c1nc2cc(C(F)(F)F)cc(Br)c2[nH]1, CN(C)c1ccc(B(O)O)cc1. Yields the product CC1CN(c2ncccc2Cl)CCN1c1nc2cc(C(F)(F)F)cc(-c3ccc(N(C)C)cc3)c2[nH]1. As a reaction SMILES: [Br:1][c:2]1[cH:3][c:4]([C:25]([F:26])([F:27])[F:28])[cH:5][c:6]2[c:7]1[nH:8][c:9]([N:11]1[CH:12]([CH3:24])[CH2:13][N:14]([c:17]3[n:18][cH:19][cH:20][cH:21][c:22]3[Cl:23])[CH2:15][CH2:16]1)[n:10]2.[CH3:29][N:30]([CH3:31])[c:32]1[cH:33][cH:34][c:35]([B:38]([OH:39])[OH:40])[cH:36][cH:37]1>>[c:2]1(-[c:35]2[cH:34][cH:33][c:32]([N:30]([CH3:29])[CH3:31])[cH:37][cH:36]2)[cH:3][c:4]([C:25]([F:26])([F:27])[F:28])[cH:5][c:6]2[c:7]1[nH:8][c:9]([N:11]1[CH:12]([CH3:24])[CH2:13][N:14]([c:17]3[n:18][cH:19][cH:20][cH:21][c:22]3[Cl:23])[CH2:15][CH2:16]1)[n:10]2. The reactants are C(C1=CC=CC=C1)N=C(C)C1=CC=CC=C1 (N-benzyl-N-(1-phenylethylidene)amine), [Ir(1,5-cyclooctadiene)Cl]2, C1(=CC=CC=C1)P(CCCCP(C1=CC=CC=C1)C1=CC=CC=C1)C1=CC=CC=C1 (1,4-bis(diphenylphosphino)butane), C(C)(=O)O (acetic acid), [H][H] (hydrogen). The reagents and catalysts are [I-].C(CCC)[N+](CCCC)(CCCC)CCCC (tetrabutylammonium iodide). The solvent is C1(=CC=CC=C1)C (toluene). Conditions: time 2 hour. The product is C(C1=CC=CC=C1)NC(C)C1=CC=CC=C1 (N-benzyl-N-(1-phenylethyl)amine). RXN SMILES: [CH2:1]([N:8]=[C:9]([C:11]1[CH:16]=[CH:15][CH:14]=[CH:13][CH:12]=1)[CH3:10])[C:2]1[CH:7]=[CH:6][CH:5]=[CH:4][CH:3]=1.C1(P(C2C=CC=CC=2)CCCCP(C2C=CC=CC=2)C2C=CC=CC=2)C=CC=CC=1.C(O)(=O)C.[H][H]>[I-].C([N+](CCCC)(CCCC)CCCC)CCC.C1(C)C=CC=CC=1>[CH2:1]([NH:8][CH:9]([C:11]1[CH:16]=[CH:15][CH:14]=[CH:13][CH:12]=1)[CH3:10])[C:2]1[CH:7]=[CH:6][CH:5]=[CH:4][CH:3]=1 |f:4.5|. Procedure: The process is carried out as in Example 8 but the reaction conditions are modified as follows: 0.636 g (4.8 mmol) of N-benzyl-N-(1-phenylethylidene)amine, 3.2 mg (0.0048 mmol) of [Ir(1,5-cyclooctadiene)Cl]2, 4.5 mg (0.01 mmol) of 1,4-bis(diphenylphosphino)butane (ligand) and 30 mg (0.08 mmol) of tetrabutylammonium iodide, 2 ml of acetic acid, 5 ml of toluene, 40 bar of hydrogen, reaction temperature: 25° C. The reaction time is 2 hours, the conversion is complete. Reactants: C(CCC)[Li] (n-butyllithium), BrC=1C=C(SC1C)C(=S)O (4-Bromo-5-methylthiothiophene-2-carboxylic acid), C[Sn](C)(C)Cl (trimethyltin chloride). The solvent is C1CCOC1 (THF). Reaction conditions: temperature -78 celsius, time 45 minute. Yields the product C[Sn](C)(C)C=1C=C(SC1C)C(=S)OC (methyl 4-(1,1-dimethyl-1-stannaethyl)-5-methylthiothiophene-2-carboxylate). The yield is 32.4%. Reaction SMILES: Br[C:2]1[CH:3]=[C:4]([C:8]([OH:10])=[S:9])[S:5][C:6]=1[CH3:7].[CH2:11]([Li])CCC.[CH3:16][Sn:17](Cl)([CH3:19])[CH3:18]>C1COCC1>[CH3:16][Sn:17]([C:2]1[CH:3]=[C:4]([C:8]([O:10][CH3:11])=[S:9])[S:5][C:6]=1[CH3:7])([CH3:19])[CH3:18]. Procedure details: 4-Bromo-5-methylthiothiophene-2-carboxylic acid (EP 0676395 A2) (4.67 g, 18.4 mmol) was dissolved in anhydrous THF (30 mL), taken in a round bottomed flask and cooled to −78° C. under a N2 atmosphere. To this solution n-butyllithium (20.3 mL, 40.6 mmol, 2M in cyclohexane) was introduced in a dropwise manner. The resulting solution was stirred at −78° C. for 45 min and then allowed to warm up to −60° C. To this solution trimethyltin chloride (40.6 mL, 40.6 mmol, 1M in THF) was added dropwise. Thi... The reactants are Cc1c(Br)csc1Br, O=C1CCC(=O)N1Br, ClC(Cl)(Cl)Cl, CC(C)(C#N)N=NC(C)(C)C#N. Yields the product BrCc1c(Br)csc1Br. Reaction SMILES: [Br:1][c:2]1[s:3][cH:4][c:5]([Br:8])[c:6]1[CH3:7].[Br:9][N:10]1[C:11](=[O:12])[CH2:13][CH2:14][C:15]1=[O:16].[C:29]([Cl:30])([Cl:31])([Cl:32])[Cl:33].[N:17]([C:18]([CH3:19])([CH3:20])[C:21]#[N:22])=[N:23][C:24]([CH3:25])([CH3:26])[C:27]#[N:28]>>[Br:1][c:2]1[s:3][cH:4][c:5]([Br:8])[c:6]1[CH2:7][Br:9]. Reactants: C(CCCCCCC\C=C/C\C=C/CCCCC)(=O)O (linoleic acid), C(CCCCCCC\C=C/CCCCCCCC)(=O)O (oleic acid). The product is O=C(CCCCCCCCC(=O)O)CCCCCCCC (10-ketostearic acid), OC(CCCCCCCCC(=O)O)CCCCCCCC (10-hydroxystearic acid). RXN SMILES: [C:1]([OH:20])(=[O:19])[CH2:2][CH2:3][CH2:4][CH2:5][CH2:6][CH2:7][CH2:8]/[CH:9]=[CH:10]\[CH2:11]/[CH:12]=[CH:13]\[CH2:14][CH2:15][CH2:16][CH2:17][CH3:18].[C:21]([OH:40])(=[O:39])[CH2:22][CH2:23][CH2:24][CH2:25][CH2:26][CH2:27][CH2:28]/[CH:29]=[CH:30]\[CH2:31][CH2:32][CH2:33][CH2:34][CH2:35][CH2:36][CH2:37][CH3:38]>>[O:39]=[C:10]([CH2:11][CH2:12][CH2:13][CH2:14][CH2:15][CH2:16][CH2:17][CH3:18])[CH2:9][CH2:8][CH2:7][CH2:6][CH2:5][CH2:4][CH2:3][CH2:2][C:1]([OH:20])=[O:19].[OH:19][CH:30]([CH2:31][CH2:32][CH2:33][CH2:34][CH2:35][CH2:36][CH2:37][CH3:38])[CH2:29][CH2:28][CH2:27][CH2:26][CH2:25][CH2:24][CH2:23][CH2:22][C:21]([OH:40])=[O:39]. Reported procedure: The procedure of Example 1, supra., is repeated except that the linoleic acid as used therein is replaced with an equal weight of oleic acid. The products, 10-ketostearic acid and 10-hydroxystearic acid, are obtained as follows: Reactants: ClC1=NC(=CC(=N1)C(F)(F)F)C1=CC(=C(C=C1)C(F)(F)F)C (2-chloro-6-(3-methyl-4-trifluoromethyl-phenyl)-4-trifluoromethyl-pyrimidine), BrC=1C=C(C=CC1)B(O)O (3-bromo-benzene-boronic acid). The product is BrC=1C=C(C=CC1)C1=NC(=CC(=N1)C1=CC(=C(C=C1)C(F)(F)F)C)C(F)(F)F (2-(3-Bromo-phenyl)-4-(3-methyl-4-trifluoromethyl-phenyl)-6-trifluoromethyl-pyrimidine), solid. The yield is 25.0%. RXN SMILES: Cl[C:2]1[N:7]=[C:6]([C:8]([F:11])([F:10])[F:9])[CH:5]=[C:4]([C:12]2[CH:17]=[CH:16][C:15]([C:18]([F:21])([F:20])[F:19])=[C:14]([CH3:22])[CH:13]=2)[N:3]=1.[Br:23][C:24]1[CH:25]=[C:26](B(O)O)[CH:27]=[CH:28][CH:29]=1>>[Br:23][C:24]1[CH:29]=[C:28]([C:2]2[N:3]=[C:4]([C:12]3[CH:17]=[CH:16][C:15]([C:18]([F:21])([F:20])[F:19])=[C:14]([CH3:22])[CH:13]=3)[CH:5]=[C:6]([C:8]([F:11])([F:10])[F:9])[N:7]=2)[CH:27]=[CH:26][CH:25]=1. Procedure details: The title compound was prepared from 2-chloro-6-(3-methyl-4-trifluoromethyl-phenyl)-4-trifluoromethyl-pyrimidine (example A.38) (0.68 g, 2.0 mmol) and commercially available 3-bromo-benzene-boronic acid (0.44 g, 2.20 mmol) according to the general procedure IVb. Obtained as a white solid (0.23 g, 25%). MS (EI) 462.1 [(M)+]; mp 102.5° C. The reactants are ClC1=[N+](C(=CC=C1)Cl)[O-] (2,6-dichloropyridine-N-oxide), C(CCC)N (n-butylamine). Run in CS(=O)C (dimethylsulfoxide). Reaction conditions: temperature 120 celsius. Yields the product ClC1=CC=CC(=[N+]1[O-])NCCCC (6-Chloro-2-(n-butylamino)pyridine-N-oxide). As a reaction SMILES: Cl[C:2]1[CH:7]=[CH:6][CH:5]=[C:4]([Cl:8])[N+:3]=1[O-:9].[CH2:10]([NH2:14])[CH2:11][CH2:12][CH3:13]>CS(C)=O>[Cl:8][C:4]1[N+:3]([O-:9])=[C:2]([NH:14][CH2:10][CH2:11][CH2:12][CH3:13])[CH:7]=[CH:6][CH:5]=1. Procedure: To a solution consisting of 9.9 grams (0.055 mole) of 2,6-dichloropyridine-N-oxide in 50 milliliters of dimethylsulfoxide was slowly added 8.4 grams (0.115 mole) of n-butylamine. The temperature of the mixture was 75°C. at the start of the reaction and was allowed to increase to 120°C. After a total reaction time of ~21/2 hours, 3/4 of the dimethyl sulfoxide was removed by evaporation and the reaction mixture poured into cold water. The solid 6-chloro-2-(n-butylamino)pyridine-N-oxide product whi...